From a dataset of the Open Reaction Database (ORD), a public repository of structured organic reaction records. describe an organic reaction: reactants, conditions, products, and yield The product is C1(=CC=CC=C1)C12CCNC(C2CCC1)C(CC1=CC=CC=C1)=O (4a-phenyl-2-phenylacetyl-2,3,4,4a,5,6,7,7a-octahydro-1H-2-pyrindine). The reactants are C1(=CC=CC=C1)C12CCNCC2CCC1 (4a-phenyl-2,3,4,4a,5,6,7,7a-octahydro-1H-2-pyrindine), C1(=CC=CC=C1)CC(=O)Cl (phenylacetyl chloride), CO (methanol), C([O-])([O-])=O.[K+].[K+] (potassium carbonate). Conditions: temperature 25 celsius. Reaction SMILES: [C:1]1([C:7]23[CH2:15][CH2:14][CH2:13][CH:12]2[CH2:11][NH:10][CH2:9][CH2:8]3)[CH:6]=[CH:5][CH:4]=[CH:3][CH:2]=1.CO.C(=O)([O-])[O-].[K+].[K+].[C:24]1([CH2:30][C:31](Cl)=[O:32])[CH:29]=[CH:28][CH:27]=[CH:26][CH:25]=1>O>[C:1]1([C:7]23[CH2:15][CH2:14][CH2:13][CH:12]2[CH:11]([C:31](=[O:32])[CH2:30][C:24]2[CH:29]=[CH:28][CH:27]=[CH:26][CH:25]=2)[NH:10][CH2:9][CH2:8]3)[CH:2]=[CH:3][CH:4]=[CH:5][CH:6]=1 |f:2.3.4|. The solvent is O (water). Reported procedure: To a cold solution (0°-5° C.) of 3.0 g. of 4a-phenyl-2,3,4,4a,5,6,7,7a-octahydro-1H-2-pyrindine in 47 ml. of methanol containing 14 ml. of water and 2.6 g. of potassium carbonate was added 2.6 g. of phenylacetyl chloride in one portion. The reaction mixture was stirred at 0°-5° C. for thirty minutes and then was warmed to 25° C., at which it was stirred for an additional one hour. The reaction mixture was concentrated under reduced pressure, leaving an oily residue. The oil was then dissolved in... Starting materials: CC(C)(C)OC(=O)NC1CCC(O[Si](C)(C)C(C)(C)C)CN(Cc2cccnc2)C1=O, C[Si](C)(C)I, ClCCl. As a reaction SMILES: [C:1]([O:2][C:3](=[O:4])[NH:7][CH:8]1[C:9](=[O:30])[N:10]([CH2:23][c:24]2[cH:25][n:26][cH:27][cH:28][cH:29]2)[CH2:11][CH:12]([O:15][Si:16]([CH3:17])([CH3:18])[C:19]([CH3:20])([CH3:21])[CH3:22])[CH2:13][CH2:14]1)([CH3:5])([CH3:6])[CH3:31].[CH3:32][Si:33]([I:34])([CH3:35])[CH3:36].[Cl:37][CH2:38][Cl:39]>>[NH2:7][CH:8]1[C:9](=[O:30])[N:10]([CH2:23][c:24]2[cH:25][n:26][cH:27][cH:28][cH:29]2)[CH2:11][CH:12]([O:15][Si:16]([CH3:17])([CH3:18])[C:19]([CH3:20])([CH3:21])[CH3:22])[CH2:13][CH2:14]1. Yields the product CC(C)(C)[Si](C)(C)OC1CCC(N)C(=O)N(Cc2cccnc2)C1. Reactants: C(C)OC(C1=C(N=C(C(=C1)C1=CC=C(C=C1)Cl)C1=CC=C(C=C1)C(F)(F)F)C)=O (5-(4-Chloro-phenyl)-2-methyl-6-(4-trifluoromethyl-phenyl)-nicotinic acid ethyl ester), [Li+].[OH-] (LiOH), Cl (hydrochloric acid). The solvent is C1CCOC1 (THF), O (water). Conditions: time 16 hour. The product is ClC1=CC=C(C=C1)C=1C(=NC(=C(C(=O)O)C1)C)C1=CC=C(C=C1)C(F)(F)F (5-(4-Chloro-phenyl)-2-methyl-6-(4-trifluoromethyl-phenyl)-nicotinic acid). RXN SMILES: C([O:3][C:4](=[O:29])[C:5]1[CH:10]=[C:9]([C:11]2[CH:16]=[CH:15][C:14]([Cl:17])=[CH:13][CH:12]=2)[C:8]([C:18]2[CH:23]=[CH:22][C:21]([C:24]([F:27])([F:26])[F:25])=[CH:20][CH:19]=2)=[N:7][C:6]=1[CH3:28])C.[Li+].[OH-].Cl>C1COCC1.O>[Cl:17][C:14]1[CH:13]=[CH:12][C:11]([C:9]2[C:8]([C:18]3[CH:23]=[CH:22][C:21]([C:24]([F:27])([F:25])[F:26])=[CH:20][CH:19]=3)=[N:7][C:6]([CH3:28])=[C:5]([CH:10]=2)[C:4]([OH:29])=[O:3])=[CH:16][CH:15]=1 |f:1.2|. Procedure details: A solution of 1.6 g of 5-(4-Chloro-phenyl)-2-methyl-6-(4-trifluoromethyl-phenyl)-nicotinic acid ethyl ester and 136 mg of LiOH in 5 ml of THF and 5 ml of water was stirred at room temperature for 16 h. After 16 h, the mixture was brought to pH 2 by addition of 1 M hydrochloric acid. The reaction mixture was concentrated under reduced pressure and the aqueous layer was extracted with dichloromethane. The combined organic phases were dried over MgSO4 and the solvents were removed under reduced pre... Reactants: CC(=O)O, CCO, CCc1nn2c(-c3ccc(Cl)cc3Cl)cccc2c1[N+](=O)[O-], O, [Zn]. Product: CCc1nn2c(-c3ccc(Cl)cc3Cl)cccc2c1N. RXN SMILES: [CH3:24][C:25](=[O:26])[OH:27].[CH3:28][CH2:29][OH:30].[Cl:1][c:2]1[c:3](-[c:9]2[cH:10][cH:11][cH:12][c:13]3[n:14]2[n:15][c:16]([CH2:21][CH3:22])[c:17]3[N+:18]([O-:19])=[O:20])[cH:4][cH:5][c:6]([Cl:8])[cH:7]1.[OH2:23].[Zn:31]>>[Cl:1][c:2]1[c:3](-[c:9]2[cH:10][cH:11][cH:12][c:13]3[n:14]2[n:15][c:16]([CH2:21][CH3:22])[c:17]3[NH2:18])[cH:4][cH:5][c:6]([Cl:8])[cH:7]1. The reactants are [N+](=O)([O-])C1=CC=C(C=N1)N1CC2CCC(C1)N2C(=O)OC(C)(C)C (tert-butyl 3-(6-nitro-3-pyridinyl)-3,8-diazabicyclo[3.2.1]octane-8-carboxylate), CO (methanol). Reagents/catalysts: [Pd] (Pd/C). Solvent: C(C)O (ethanol). The product is NC1=CC=C(C=N1)N1CC2CCC(C1)N2C(=O)OC(C)(C)C (tert-butyl 3-(6-amino-3-pyridinyl)-3,8-diazabicyclo[3.2.1]octane-8-carboxylate). Reaction SMILES: [N+:1]([C:4]1[N:9]=[CH:8][C:7]([N:10]2[CH2:16][CH:15]3[N:17]([C:18]([O:20][C:21]([CH3:24])([CH3:23])[CH3:22])=[O:19])[CH:12]([CH2:13][CH2:14]3)[CH2:11]2)=[CH:6][CH:5]=1)([O-])=O.CO>[Pd].C(O)C>[NH2:1][C:4]1[N:9]=[CH:8][C:7]([N:10]2[CH2:16][CH:15]3[N:17]([C:18]([O:20][C:21]([CH3:24])([CH3:23])[CH3:22])=[O:19])[CH:12]([CH2:13][CH2:14]3)[CH2:11]2)=[CH:6][CH:5]=1. Procedure details: The product from Example 10A (200 mg) was treated with 10% Pd/C (20 mg) in a 1:1 mixture of methanol:ethanol (5 mL) under a hydrogen atmosphere (1 atm). After filtration to remove the catalyst, the filtrate was concentrated and the residue triturated with diethyl ether to afford the title compound as a violet solid. Starting materials: [OH-].[NH4+] (ammonium hydroxide), C[Si](C)(C)Cl (trimethylsilyl chloride), C(C(C)C)(=O)Cl (isobutyryl chloride), C(CCCCCCCCCCCCCCCCC)O[C@H]1[C@@H](O[C@@H]([C@H]1O)CO)N1C=NC=2C(=O)NC(N)=NC12 (2'-O-Octadecylguanosine). The solvent is N1=CC=CC=C1 (pyridine), O (water). Reaction conditions: time 4 hour. Product: N#N.C(C(C)C)(=O)[C@@]1([C@H](OCCCCCCCCCCCCCCCCCC)[C@H](O)[C@@H](CO)O1)N1C=NC=2C(=O)NC(N)=NC12 (N2 Isobutyryl-2'-O-octadecylguanosine). As a reaction SMILES: [CH2:1]([O:19][C@@H:20]1[C@H:24]([OH:25])[C@@H:23]([CH2:26][OH:27])[O:22][C@H:21]1[N:28]1[C:38]2[N:37]=[C:35]([NH2:36])[NH:34][C:32](=[O:33])[C:31]=2[N:30]=[CH:29]1)[CH2:2][CH2:3][CH2:4][CH2:5][CH2:6][CH2:7][CH2:8][CH2:9][CH2:10][CH2:11][CH2:12][CH2:13][CH2:14][CH2:15][CH2:16][CH2:17][CH3:18].C[Si](Cl)(C)C.[C:44](Cl)(=[O:48])[CH:45]([CH3:47])[CH3:46].[OH-].[NH4+:51]>N1C=CC=CC=1.O>[N:51]#[N:28].[C:44]([C@@:21]1([N:28]2[C:38]3[N:37]=[C:35]([NH2:36])[NH:34][C:32](=[O:33])[C:31]=3[N:30]=[CH:29]2)[O:22][C@H:23]([CH2:26][OH:27])[C@@H:24]([OH:25])[C@H:20]1[O:19][CH2:1][CH2:2][CH2:3][CH2:4][CH2:5][CH2:6][CH2:7][CH2:8][CH2:9][CH2:10][CH2:11][CH2:12][CH2:13][CH2:14][CH2:15][CH2:16][CH2:17][CH3:18])(=[O:48])[CH:45]([CH3:47])[CH3:46] |f:3.4,7.8|. Reported procedure: 2'-O-Octadecylguanosine (1.9 g) in pyridine (150 ml) was cooled in an ice bath, and treated with trimethylsilyl chloride (2 g, 5 eq) and isobutyryl chloride (2 g, 5 eq). The reaction mixture was stirred for 4 hours, during which time it was allowed to warm to room temperature. The solution was cooled, water added (10 mL) and stirred for an additional 30 minutes. Concentrated ammonium hydroxide (10 mL) was added and the solution concentrated in vacuo. The residue was purified by silica gel chroma...